From a dataset of the Open Reaction Database (ORD), a public repository of structured organic reaction records. describe an organic reaction: reactants, conditions, products, and yield The reactants are COC(=O)c1sc(-c2cccc(F)c2)cc1N(C(=O)C1CCC(C)CC1)C(C)C, [Li+], C1COCCO1, [OH-], O. Product: CC1CCC(C(=O)N(c2cc(-c3cccc(F)c3)sc2C(=O)O)C(C)C)CC1. RXN SMILES: [CH3:1][O:2][C:3](=[O:4])[c:5]1[s:6][c:7](-[c:23]2[cH:24][c:25]([F:29])[cH:26][cH:27][cH:28]2)[cH:8][c:9]1[N:10]([C:11](=[O:12])[CH:13]1[CH2:14][CH2:15][CH:16]([CH3:19])[CH2:17][CH2:18]1)[CH:20]([CH3:21])[CH3:22].[Li+:32].[O:33]1[CH2:34][CH2:35][O:36][CH2:37][CH2:38]1.[OH-:31].[OH2:30]>>[O:2]=[C:3]([OH:4])[c:5]1[s:6][c:7](-[c:23]2[cH:24][c:25]([F:29])[cH:26][cH:27][cH:28]2)[cH:8][c:9]1[N:10]([C:11](=[O:12])[CH:13]1[CH2:14][CH2:15][CH:16]([CH3:19])[CH2:17][CH2:18]1)[CH:20]([CH3:21])[CH3:22]. Starting materials: [OH-].[K+] (potassium hydroxide), ClCC(CCl)O (1,3-dichloro-2-propanol), CN=C=O (methyl isocyanate). The reagents and catalysts are C(C)N(CC)CC (triethylamine). Solvent: C(C)O (ethanol), C(Cl)Cl (methylene chloride). Run at time 8 hour. Product: ClCC1CN(C(O1)=O)C (5-(Chloromethyl)-3-methyl-2-oxazolidinone). Yield: 67.5%. RXN SMILES: [Cl:1][CH2:2][CH:3]([OH:6])[CH2:4]Cl.[CH3:7][N:8]=[C:9]=[O:10].[OH-].[K+]>C(Cl)Cl.C(N(CC)CC)C.C(O)C>[Cl:1][CH2:2][CH:3]1[O:6][C:9](=[O:10])[N:8]([CH3:7])[CH2:4]1 |f:2.3|. Procedure: A solution of 64.5 g (0.5 mole) of 1,3-dichloro-2-propanol in 200 ml of methylene chloride was treated with 28.5 g (0.5 mole) of methyl isocyanate and a few drops of triethylamine and allowed to stir at ambient temperature overnight. The solution was concentrated and the residue was dissolved in 200 ml of 95% ethanol and treated with a solution of 33.6 g (0.6 mole) of potassium hydroxide in 300 ml of 95% ethanol. The mixture was stirred at ambient temperature for 3.5 hr and then concentrated. Th... RXN SMILES: [C:1]([O-:6])(=[O:5])[C:2]([O-:4])=[O:3].[Cu+2:7].O.[NH2:9][NH2:10].NN>>[C:1]([O-:6])(=[O:5])[C:2]([O-:4])=[O:3].[Cu+2:7].[NH2:9][NH2:10] |f:0.1,2.3,5.6.7|. Procedure: A bluish white powder of copper oxalate was mixed with an excessive amount of hydrazine monohydrate (liquid) and the mixture stirred at room temperature, by which both the compounds formed a complex. By so doing, a purple copper oxalate-hydrazine complex (composite compound) was obtained. The composite compound was thought to be a complex formed as a result of coordinate-bonding through unshared electron pairs of nitrogen which constituted hydrazine to copper atoms contained in the copper oxalat... Reactants: C(C(=O)[O-])(=O)[O-].[Cu+2] (copper oxalate), C(C(=O)[O-])(=O)[O-].[Cu+2] (copper oxalate), O.NN (hydrazine monohydrate), NN (hydrazine). The product is C(C(=O)[O-])(=O)[O-].[Cu+2].NN (Copper Oxalate Hydrazine). Reactants: BrC=1C=CC(=C(C=O)C1)OC(F)F (5-bromo-2-difluoromethoxy-benzaldehyde), ice, CC1(OC(CC1=O)(C)C)C (2,2,5,5-tetramethyldihydrofuran-3-one), C[O-].[Na+] (sodium methoxide). Solvent: COCCOC (1,2-dimethoxyethane), CCOCC (ether), COCCOC (1,2-dimethoxyethane). Run at temperature 0 celsius, time 1 hour. Yields the product BrC=1C=CC(=C(C1)C=C1C(C(OC1(C)C)(C)C)=O)OC(F)F (4-[1-(5-bromo-2-difluoromethoxyphenyl)methylidene]-2,2,5,5-tetramethyldihydrofuran-3-one). Isolated yield 103.0%. As a reaction SMILES: [CH3:1][C:2]1([CH3:10])[C:6](=[O:7])[CH2:5][C:4]([CH3:9])([CH3:8])[O:3]1.C[O-].[Na+].[Br:14][C:15]1[CH:16]=[CH:17][C:18]([O:23][CH:24]([F:26])[F:25])=[C:19]([CH:22]=1)[CH:20]=O>COCCOC.CCOCC>[Br:14][C:15]1[CH:16]=[CH:17][C:18]([O:23][CH:24]([F:25])[F:26])=[C:19]([CH:20]=[C:5]2[C:4]([CH3:9])([CH3:8])[O:3][C:2]([CH3:10])([CH3:1])[C:6]2=[O:7])[CH:22]=1 |f:1.2|. Procedure: To an ice-cold solution of 2,2,5,5-tetramethyldihydrofuran-3-one (3.60 g, 0.025 mol) in anhydrous 1,2-dimethoxyethane (8 ml) is added sodium methoxide (1.51 g, 0.028 mol) in one portion. After stirring at this temperature for 5 minutes a solution of 5-bromo-2-difluoromethoxy-benzaldehyde (5.66 g, 0.023 mol) in 1,2-dimethoxyethane (8 ml) is added dropwise over 10 mins, followed by stirring at 0° C. for a further 1 hour. After warming to room temperature the reaction mixture is diluted with ether ... The reactants are N1C(NCC2=CC=CC=C12)=O (3,4-Dihydro-2(1H)-quinazolinone), [Cl-].[Al+3].[Cl-].[Cl-] (aluminum chloride), C(=O)(OC)CC(C(=O)Cl)C (3-Carbomethoxy-2-methyl-propionyl chloride). The solvent is C(=S)=S (carbon disulfide). Reaction conditions: time 8 hour. The product is C(=O)(OC)CC(C(=O)C=1C=C2CNC(NC2=CC1)=O)C (6-(3-Carbomethoxy-2-methyl-propionyl)-3,4-dihydro-2(1H)-quinazolinone). Reaction SMILES: [NH:1]1[C:10]2[C:5](=[CH:6][CH:7]=[CH:8][CH:9]=2)[CH2:4][NH:3][C:2]1=[O:11].[Cl-].[Al+3].[Cl-].[Cl-].[C:16]([CH2:20][CH:21]([CH3:25])[C:22](Cl)=[O:23])([O:18][CH3:19])=[O:17]>C(=S)=S>[C:16]([CH2:20][CH:21]([CH3:25])[C:22]([C:7]1[CH:6]=[C:5]2[C:10](=[CH:9][CH:8]=1)[NH:1][C:2](=[O:11])[NH:3][CH2:4]2)=[O:23])([O:18][CH3:19])=[O:17] |f:1.2.3.4|. Reported procedure: 3,4-Dihydro-2(1H)-quinazolinone (3.6 g) is added to a stirred suspension of anhydrous aluminum chloride (16.5 g) in carbon disulfide (120 ml) under nitrogen. 3-Carbomethoxy-2-methyl-propionyl chloride (4 g) is added dropwise to the stirred suspension, and the reaction mixture refluxed for about 18 hours, cooled to RT and further cooled to 0° C. in an ice bath. The liquid phase is decanted and ice and cold water slowly added to the residue. The aqueous mixture is filtered and the filtered solid s... Reactants: N1=CC=C(C=C1)C=1N=C2C(=NC1C1=CC=C(C=C1)C)N(CCC2)CCCCCCC(=O)OCC (Ethyl 7-(2-(pyridin-4-yl)-3-p-tolyl-7,8-dihydropyrido[2,3-b]pyrazin-5(6H)-yl)heptanoate), [Li+].[OH-] (LiOH). Run in C1CCOC1 (THF), O (water). Reaction conditions: time 16 hour. Product: N1=CC=C(C=C1)C=1N=C2C(=NC1C1=CC=C(C=C1)C)N(CCC2)CCCCCCC(=O)O (7-(2-(Pyridin-4-yl)-3-p-tolyl-7,8-dihydropyrido[2,3-b]pyrazin-5(6H)-yl)heptanoic acid). As a reaction SMILES: [N:1]1[CH:6]=[CH:5][C:4]([C:7]2[N:8]=[C:9]3[CH2:23][CH2:22][CH2:21][N:20]([CH2:24][CH2:25][CH2:26][CH2:27][CH2:28][CH2:29][C:30]([O:32]CC)=[O:31])[C:10]3=[N:11][C:12]=2[C:13]2[CH:18]=[CH:17][C:16]([CH3:19])=[CH:15][CH:14]=2)=[CH:3][CH:2]=1.[Li+].[OH-]>C1COCC1.O>[N:1]1[CH:6]=[CH:5][C:4]([C:7]2[N:8]=[C:9]3[CH2:23][CH2:22][CH2:21][N:20]([CH2:24][CH2:25][CH2:26][CH2:27][CH2:28][CH2:29][C:30]([OH:32])=[O:31])[C:10]3=[N:11][C:12]=2[C:13]2[CH:14]=[CH:15][C:16]([CH3:19])=[CH:17][CH:18]=2)=[CH:3][CH:2]=1 |f:1.2|. Procedure: A solution of ethyl 7-(2-(pyridin-4-yl)-3-p-tolyl-7,8-dihydropyrido[2,3-b]pyrazin-5(6H)-yl)heptanoate (step 4)(65 mg, 0.142 mmol) in THF (3 ml) and water (1 ml) was treated with LiOH (33.9 mg, 1.417 mmol) and the mixture was stirred at room temperature for 16 hours. The mixture was concentrated under vacuum and the residue was diluted with water and washed with EtOAc (×2). The aqueous was acidified (1 N HCl, pH ˜5) and extracted with EtOAc. The combined extracts were washed with brine, dried (Mg... The reactants are COC1=C(C(=C(C=C1)Br)OC)C=1C=NC=CC1 (1,3-Dimethoxy-2-(Pyrid-3-yl)-4-bromobenzene), C1(=CC=CC=C1)B(O)O (phenyl boronic acid). Product: COC1=C(C(=C(C=C1)C1=CC=CC=C1)OC)C=1C=NC=CC1 (1,3-Dimethoxy-2-(Pyrid-3-yl)-4-phenylbenzene). As a reaction SMILES: [CH3:1][O:2][C:3]1[CH:8]=[CH:7][C:6](Br)=[C:5]([O:10][CH3:11])[C:4]=1[C:12]1[CH:13]=[N:14][CH:15]=[CH:16][CH:17]=1.[C:18]1(B(O)O)[CH:23]=[CH:22][CH:21]=[CH:20][CH:19]=1>>[CH3:1][O:2][C:3]1[CH:8]=[CH:7][C:6]([C:18]2[CH:23]=[CH:22][CH:21]=[CH:20][CH:19]=2)=[C:5]([O:10][CH3:11])[C:4]=1[C:12]1[CH:13]=[N:14][CH:15]=[CH:16][CH:17]=1. Reported procedure: This compound was prepared by the same procedure as used in EXAMPLE 3 using 1,3-dimethoxy-2-(pyrid-3-yl)-4-bromobenzene 30 and phenyl boronic acid to yield 31. The reactants are CN(C)C=O, CC(C)(C)[O-], CI, O=S1(=O)NCc2cccc(Cl)c21, [K+], O. Yields the product CN1Cc2cccc(Cl)c2S1(=O)=O. RXN SMILES: [CH3:13][N:14]([CH3:15])[CH:16]=[O:17].[CH3:18][C:19]([CH3:20])([O-:21])[CH3:22].[CH3:24][I:25].[Cl:1][c:2]1[cH:3][cH:4][cH:5][c:6]2[c:10]1[S:9](=[O:11])(=[O:12])[NH:8][CH2:7]2.[K+:23].[OH2:26]>>[Cl:1][c:2]1[cH:3][cH:4][cH:5][c:6]2[c:10]1[S:9](=[O:11])(=[O:12])[N:8]([CH3:13])[CH2:7]2. The solvent is O (water), C(C)#N (acetonitrile). Yield: 69.1%. Procedure details: To a solution of (1RS,2SR)-2-amino-1-(4-fluorophenyl)-3-(4-(trifluoromethyl)phenyl)-1-propanol (450 mg, 1.44 mmol) in acetonitrile (30 ml) were added 5-phenylpentanoic acid (257 mg, 1.44 mmol), 1-ethyl-3-(3-dimethylaminopropyl)carbodiimide hydrochloride (413 mg, 2.15 mmol) and 1-hydroxy-1H-benzotriazole (220 mg, 1.44 mmol) and the mixture was stirred overnight at room temperature. The reaction solution was diluted with water (100 ml) and extracted with ethyl acetate (100 ml×2). The extract was w... Reaction SMILES: [NH2:1][CH:2]([CH2:12][C:13]1[CH:18]=[CH:17][C:16]([C:19]([F:22])([F:21])[F:20])=[CH:15][CH:14]=1)[CH:3]([C:5]1[CH:10]=[CH:9][C:8]([F:11])=[CH:7][CH:6]=1)[OH:4].[C:23]1([CH2:29][CH2:30][CH2:31][CH2:32][C:33](O)=[O:34])[CH:28]=[CH:27][CH:26]=[CH:25][CH:24]=1.Cl.C(N=C=NCCCN(C)C)C.ON1C2C=CC=CC=2N=N1>C(#N)C.O>[F:11][C:8]1[CH:9]=[CH:10][C:5]([CH:3]([OH:4])[CH:2]([NH:1][C:33](=[O:34])[CH2:32][CH2:31][CH2:30][CH2:29][C:23]2[CH:28]=[CH:27][CH:26]=[CH:25][CH:24]=2)[CH2:12][C:13]2[CH:18]=[CH:17][C:16]([C:19]([F:22])([F:20])[F:21])=[CH:15][CH:14]=2)=[CH:6][CH:7]=1 |f:2.3|. Run at time 8 hour. Reactants: NC(C(O)C1=CC=C(C=C1)F)CC1=CC=C(C=C1)C(F)(F)F ((1RS,2SR)-2-amino-1-(4-fluorophenyl)-3-(4-(trifluoromethyl)phenyl)-1-propanol), C1(=CC=CC=C1)CCCCC(=O)O (5-phenylpentanoic acid), Cl.C(C)N=C=NCCCN(C)C (1-ethyl-3-(3-dimethylaminopropyl)carbodiimide hydrochloride), ON1N=NC2=C1C=CC=C2 (1-hydroxy-1H-benzotriazole). Product: FC1=CC=C(C=C1)C(C(CC1=CC=C(C=C1)C(F)(F)F)NC(CCCCC1=CC=CC=C1)=O)O (N-((1RS,2SR)-2-(4-fluorophenyl)-2-hydroxy-1-((4-(trifluoromethyl)phenyl)methyl)ethyl)-5-phenylpentanamide).